From a dataset of the Open Reaction Database (ORD), a public repository of structured organic reaction records. describe an organic reaction: reactants, conditions, products, and yield The reactants are ClCCl, O=C(OO)c1cccc(Cl)c1, c1ccc2c(c1)ncc1nc3n(c12)OCCC3. Yields the product [O-][n+]1cc2nc3n(c2c2ccccc21)OCCC3. Reaction SMILES: [Cl:29][CH2:30][Cl:31].[OH:18][O:19][C:20]([c:21]1[cH:22][c:23]([Cl:24])[cH:25][cH:26][cH:27]1)=[O:28].[cH:1]1[c:2]2[c:3]3[c:4]([cH:5][n:6][c:7]2[cH:8][cH:9][cH:10]1)[n:11][c:12]1[n:13]3[O:14][CH2:15][CH2:16][CH2:17]1>>[cH:1]1[c:2]2[c:3]3[c:4]([cH:5][n+:6]([O-:18])[c:7]2[cH:8][cH:9][cH:10]1)[n:11][c:12]1[n:13]3[O:14][CH2:15][CH2:16][CH2:17]1. The reactants are COC(C=1C(C(=O)OC)=C(C=CC1)OCC1=CC(=CC=C1)Cl)=O (3-(3-chloro-benzyloxy)-phthalic acid dimethyl ester), alcohol. The solvent is [OH-].[Na+] (sodium hydroxide). Product: ClC=1C=C(COC2=C(C(C(=O)O)=CC=C2)C(=O)O)C=CC1 (3-(3-chloro-benzyloxy)-phthalic acid). Isolated yield 89.9%. As a reaction SMILES: C[O:2][C:3](=[O:23])[C:4]1[C:5](=[C:10]([O:14][CH2:15][C:16]2[CH:21]=[CH:20][CH:19]=[C:18]([Cl:22])[CH:17]=2)[CH:11]=[CH:12][CH:13]=1)[C:6]([O:8]C)=[O:7]>[OH-].[Na+]>[Cl:22][C:18]1[CH:17]=[C:16]([CH:21]=[CH:20][CH:19]=1)[CH2:15][O:14][C:10]1[CH:11]=[CH:12][CH:13]=[C:4]([C:3]([OH:23])=[O:2])[C:5]=1[C:6]([OH:8])=[O:7] |f:1.2|. Procedure details: A solution of 3-(3-chloro-benzyloxy)-phthalic acid dimethyl ester (1.9 g, 5.8 mmol) in reagent alcohol (100 mL) and 3 N sodium hydroxide (60 mL) was refluxed for two hours. The solution was evaporated and the residue was dissolved in water (100 mL) and washed with methylene chloride (3×100 mL) then acidified to pH around 4. The resulting mixture was extracted with ethyl acetate (2×100 mL) and the combined organic layers was washed with water (2×100 mL), dried and concentrated to give 3-(3-chloro... The reactants are C(C)(C)(C)OC(C(CC1=CC=C(C=C1)OC(C)(C)C)NC(=O)C=1C=NN2C1N=CC(=C2C2CCCCC2)C2=CC=C(C=C2)F)=O (3-(4-tert-butoxy-phenyl)-2-{[7-cyclohexyl-6-(4-fluoro-phenyl)-pyrazolo[1,5-α]pyrimidine-3-carbonyl]-amino}-propionic acid tert-butyl ester), FC(C(=O)O)(F)F (trifluoroacetic acid), FC(C(=O)O)(F)F (TFA). Solvent: O (H2O). Yields the product C1(CCCCC1)C1=C(C=NC=2N1N=CC2C(=O)NC(C(=O)O)CC2=CC=C(C=C2)O)C2=CC=C(C=C2)F (2-{[7-cyclohexyl-6-(4-fluoro-phenyl)-pyrazolo[1,5-a]pyrimidine-3-carbonyl]-amino}-3-(4-hydroxy-phenyl)-propionic acid). The yield is 45.0%. Reaction SMILES: C([O:5][C:6](=[O:45])[CH:7]([NH:20][C:21]([C:23]1[CH:24]=[N:25][N:26]2[C:31]([CH:32]3[CH2:37][CH2:36][CH2:35][CH2:34][CH2:33]3)=[C:30]([C:38]3[CH:43]=[CH:42][C:41]([F:44])=[CH:40][CH:39]=3)[CH:29]=[N:28][C:27]=12)=[O:22])[CH2:8][C:9]1[CH:14]=[CH:13][C:12]([O:15]C(C)(C)C)=[CH:11][CH:10]=1)(C)(C)C.FC(F)(F)C(O)=O>O>[CH:32]1([C:31]2[N:26]3[N:25]=[CH:24][C:23]([C:21]([NH:20][CH:7]([CH2:8][C:9]4[CH:10]=[CH:11][C:12]([OH:15])=[CH:13][CH:14]=4)[C:6]([OH:45])=[O:5])=[O:22])=[C:27]3[N:28]=[CH:29][C:30]=2[C:38]2[CH:43]=[CH:42][C:41]([F:44])=[CH:40][CH:39]=2)[CH2:37][CH2:36][CH2:35][CH2:34][CH2:33]1. Procedure details: A sample of crude 3-(4-tert-butoxy-phenyl)-2-{[7-cyclohexyl-6-(4-fluoro-phenyl)-pyrazolo[1,5-α]pyrimidine-3-carbonyl]-amino}-propionic acid tert-butyl ester was treated with 1 mL of 95:5 trifluoroacetic acid (TFA):H2O and the resulting solution was stirred at rt for 1 h. Then the reaction mixture was quenched with 2 mL of 1:1 acetonitrile:water, concentrated, and the residue was purified via reverse-phase chromatography to afford (after lyophilization) 10 mg (45% yield over two steps) of desired... The reactants are O=C([O-])[O-], CC#N, Clc1nc2ccccc2s1, [K+], [K+], OCC1CCNCC1. The product is OCC1CCN(c2nc3ccccc3s2)CC1. RXN SMILES: [C:19](=[O:20])([O-:21])[O-:22].[CH3:25][C:26]#[N:27].[Cl:9][c:10]1[s:11][c:12]2[c:13]([n:14]1)[cH:15][cH:16][cH:17][cH:18]2.[K+:23].[K+:24].[OH:1][CH2:2][CH:3]1[CH2:4][CH2:5][NH:6][CH2:7][CH2:8]1>>[OH:1][CH2:2][CH:3]1[CH2:4][CH2:5][N:6]([c:10]2[s:11][c:12]3[c:13]([n:14]2)[cH:15][cH:16][cH:17][cH:18]3)[CH2:7][CH2:8]1. The reactants are CCC1COC(=O)N1, Cc1cc(C2CC2)cnc1N1CCN(C(=O)c2ccc(I)cc2)CC1. Yields the product CCC1COC(=O)N1c1ccc(C(=O)N2CCN(c3ncc(C4CC4)cc3C)CC2)cc1. Reaction SMILES: [CH2:26]([CH3:27])[CH:28]1[NH:29][C:30](=[O:33])[O:31][CH2:32]1.[CH:1]1([c:4]2[cH:5][c:6]([CH3:25])[c:7]([N:10]3[CH2:11][CH2:12][N:13]([C:16](=[O:17])[c:18]4[cH:19][cH:20][c:21]([I:24])[cH:22][cH:23]4)[CH2:14][CH2:15]3)[n:8][cH:9]2)[CH2:2][CH2:3]1>>[CH:1]1([c:4]2[cH:5][c:6]([CH3:25])[c:7]([N:10]3[CH2:11][CH2:12][N:13]([C:16](=[O:17])[c:18]4[cH:19][cH:20][c:21]([N:29]5[CH:28]([CH2:26][CH3:27])[CH2:32][O:31][C:30]5=[O:33])[cH:22][cH:23]4)[CH2:14][CH2:15]3)[n:8][cH:9]2)[CH2:2][CH2:3]1. Reactants: CS(=O)(=O)C1=NC=CC(=N1)OC=1C=C(C(=CC1)N)N (4-(2-methanesulfonyl-pyrimidin-4-yloxy)-benzene-1,2-diamine), CN (CH3NH2). Solvent: C1CCOC1 (THF), C1CCOC1 (THF). Reaction conditions: temperature 80 celsius. The product is CNC1=NC=CC(=N1)OC=1C=C(C(=CC1)N)N (4-(2-methylamino-pyrimidin-4-yloxy)-benzene-1,2-diamine). Reaction SMILES: CS([C:5]1[N:10]=[C:9]([O:11][C:12]2[CH:13]=[C:14]([NH2:19])[C:15]([NH2:18])=[CH:16][CH:17]=2)[CH:8]=[CH:7][N:6]=1)(=O)=O.[CH3:20][NH2:21]>C1COCC1>[CH3:20][NH:21][C:5]1[N:10]=[C:9]([O:11][C:12]2[CH:13]=[C:14]([NH2:19])[C:15]([NH2:18])=[CH:16][CH:17]=2)[CH:8]=[CH:7][N:6]=1. Procedure: To a solution of 4-(2-methanesulfonyl-pyrimidin-4-yloxy)-benzene-1,2-diamine (Step B, 400 mg, 1.4 mmol, 1.0 eq) in anhydrous THF (4 mL) was added 1 mL of 2 M CH3NH2 in THF (2 mmol, 1.4 eq). The solution was heated to 80° C. for 1 h. The THF was removed under reduced pressure. The crude was purified by column chromatography (0-10% MeOH/CH2Cl2 with 1% NH4OH) to yield 4-(2-methylamino-pyrimidin-4-yloxy)-benzene-1,2-diamine.